describe an organic reaction: reactants, conditions, products, and yield From a dataset of the Open Reaction Database (ORD), a public repository of structured organic reaction records. The reactants are O=C(n1ccnc1)n1ccnc1, C=CC(=O)c1ncc[nH]1, CN(C)C=O, CN(C)c1ccncc1, NC(=O)N1C(=O)Cc2cc(Cl)ccc21, O=C(O)c1ccc(C(=O)O)s1. The product is NC(=O)N1C(=O)C(C(=O)c2ccc(C(=O)O)s2)c2cc(Cl)ccc21. Reaction SMILES: [C:12]([n:13]1[cH:14][cH:15][n:16][cH:17]1)([n:18]1[cH:19][cH:20][n:21][cH:22]1)=[O:23].[C:24]([c:25]1[nH:26][cH:27][cH:28][n:29]1)([CH:30]=[CH2:31])=[O:32].[CH3:47][N:48]([CH3:49])[CH:50]=[O:51].[CH3:52][N:53]([c:54]1[cH:55][cH:56][n:57][cH:58][cH:59]1)[CH3:60].[Cl:33][c:34]1[cH:35][c:36]2[c:40]([cH:41][cH:42]1)[N:39]([C:43](=[O:44])[NH2:45])[C:38](=[O:46])[CH2:37]2.[s:1]1[c:2]([C:9](=[O:10])[OH:11])[cH:3][cH:4][c:5]1[C:6](=[O:7])[OH:8]>>[s:1]1[c:2]([C:9](=[O:11])[CH:37]2[c:36]3[cH:35][c:34]([Cl:33])[cH:42][cH:41][c:40]3[N:39]([C:43](=[O:44])[NH2:45])[C:38]2=[O:46])[cH:3][cH:4][c:5]1[C:6](=[O:7])[OH:8]. Starting materials: N12CCC(CC1)(CC2)C(O)(C2=CC=CC=C2)C2=CC=CC=C2 (1-azabicyclo[2.2.2]oct-4-yl(diphenyl)methanol), BrCCOC1OCCCC1 (2-[(2-bromoethyl)oxy]tetrahydro-2H-pyran). Run in CC#N (CH3CN). The product is [Br-].OC(C12CC[N+](CC1)(CC2)CCOC2OCCCC2)(C2=CC=CC=C2)C2=CC=CC=C2 (4-[hydroxy(diphenyl)methyl]-1-[2-(tetrahydro-2H-pyran-2-yloxy)ethyl]-1-azoniabicyclo[2.2.2]octane bromide). Yield: 29.2%. RXN SMILES: [N:1]12[CH2:8][CH2:7][C:4]([C:9]([C:17]3[CH:22]=[CH:21][CH:20]=[CH:19][CH:18]=3)([C:11]3[CH:16]=[CH:15][CH:14]=[CH:13][CH:12]=3)[OH:10])([CH2:5][CH2:6]1)[CH2:3][CH2:2]2.[Br:23][CH2:24][CH2:25][O:26][CH:27]1[CH2:32][CH2:31][CH2:30][CH2:29][O:28]1>CC#N>[Br-:23].[OH:10][C:9]([C:17]1[CH:22]=[CH:21][CH:20]=[CH:19][CH:18]=1)([C:11]1[CH:12]=[CH:13][CH:14]=[CH:15][CH:16]=1)[C:4]12[CH2:5][CH2:6][N+:1]([CH2:24][CH2:25][O:26][CH:27]3[CH2:32][CH2:31][CH2:30][CH2:29][O:28]3)([CH2:2][CH2:3]1)[CH2:8][CH2:7]2 |f:3.4|. Reported procedure: Following the general procedure outlined in Example 4, 1-azabicyclo[2.2.2]oct-4-yl(diphenyl)methanol (0.0696 g, 0.237 mmol) and 2-[(2-bromoethyl)oxy]tetrahydro-2H-pyran (0.080 mL, 0.529 mmol) in 2 CH3CN/3 CHCl3 (5.0 mL) were reacted to give the desired product (0.0348 g, 31.6%). EI-MS m/z 422(M+) Rt (1.85 min). Starting materials: [N+](=O)([O-])C=1C=C(C(=O)OC)C=C(C1)C1=CC=NC=C1 (Methyl 3-nitro-5-(pyridin-4-yl)benzoate). The reagents and catalysts are [Pd] (Pd on carbon). The solvent is CO (methanol). Reaction conditions: time 8 hour. Product: NC=1C=C(C(=O)OC)C=C(C1)C1=CC=NC=C1 (Methyl 3-amino-5-(pyridin-4-yl)benzoate). The yield is 95.2%. RXN SMILES: [N+:1]([C:4]1[CH:5]=[C:6]([CH:11]=[C:12]([C:14]2[CH:19]=[CH:18][N:17]=[CH:16][CH:15]=2)[CH:13]=1)[C:7]([O:9][CH3:10])=[O:8])([O-])=O>CO.[Pd]>[NH2:1][C:4]1[CH:5]=[C:6]([CH:11]=[C:12]([C:14]2[CH:19]=[CH:18][N:17]=[CH:16][CH:15]=2)[CH:13]=1)[C:7]([O:9][CH3:10])=[O:8]. Reported procedure: To a solution of methyl 3-nitro-5-(pyridin-4-yl)benzoate (45.1.B) (5.60 g, 21.62 mmol) in methanol (50 mL) was added 10% Pd on carbon by weight (2.50 g). The air was evacuated from the reaction flask and was replaced with hydrogen. The resulting slurry was stirred overnight at room temperature. The reaction mixture was then filtered and the mother liquor condensed to afford methyl 3-amino-5-(pyridin-4-yl)benzoate (45.1.C) (4.70 g, 95% yield) which was used in the next step without any further pu... Reactants: COC1OC(C(C1)C=O)OC (2,5-dimethoxy-4-tetrahydrofurancarbaldehyde), N1N=C(C2=CC=CC=C12)/C=C/C1=C(C=CC=C1)N ((E)-2-[2-(1H-indazol-3-yl)vinyl]phenylamine), O (water). Solvent: C(C)(=O)O (acetic acid). The product is N1N=C(C2=CC=CC=C12)/C=C/C1=C(C=CC=C1)N1C=C(C=C1)C=O ((E)-1-{2-[2-(1H-indazol-3-yl)vinyl]phenyl}-1H-pyrrole-3-carbaldehyde). The yield is 21.6%. As a reaction SMILES: [NH:1]1[C:9]2[C:4](=[CH:5][CH:6]=[CH:7][CH:8]=2)[C:3](/[CH:10]=[CH:11]/[C:12]2[CH:17]=[CH:16][CH:15]=[CH:14][C:13]=2[NH2:18])=[N:2]1.CO[CH:21]1[CH2:25][CH:24]([CH:26]=O)[CH:23](OC)[O:22]1.O>C(O)(=O)C>[NH:1]1[C:9]2[C:4](=[CH:5][CH:6]=[CH:7][CH:8]=2)[C:3](/[CH:10]=[CH:11]/[C:12]2[CH:17]=[CH:16][CH:15]=[CH:14][C:13]=2[N:18]2[CH:21]=[CH:25][C:24]([CH:23]=[O:22])=[CH:26]2)=[N:2]1. Procedure details: Compound 2 (0.30 g, 1.3 mmol) was dissolved in acetic acid (5.0 mL) and 2,5-dimethoxy-4-tetrahydrofurancarbaldehyde (0.36 mL, 2.6 mmol) was added, followed by heating under reflux for 3 days. The reaction mixture was added with water and filtered through Celite, extracted with ethyl acetate and the organic layer was concentrated. The mixture was purified by silica gel column chromatography (hexane/ethyl acetate=4/1 to ethyl acetate) to obtain Compound 167 (88 mg, 22%). Reactants: C(C1=CC=CC=C1)OC=1C=C(C=CC1)C1=NNC(=C1)N\C(=N/C(C1=CC=C(C=C1)C(F)(F)F)=O)\NC(C)(C)C ((Z)—N-(((3-(3-(Benzyloxy)phenyl)-1H-pyrazol-5-yl)amino)(tert-butylamino)methylene)-4-(trifluoromethyl)benzamide), [H][H] (hydrogen). The reagents and catalysts are [Pd] (palladium on carbon). Run in CO (methanol). The product is C(C)(C)(C)N/C(=N/C(C1=CC=C(C=C1)C(F)(F)F)=O)/NC1=CC(=NN1)C1=CC(=CC=C1)O ((Z)—N-((tert-Butylamino)((3-(3-hydroxyphenyl)-1H-pyrazol-5-yl)amino)methylene)-4-(trifluoromethyl)benzamide). Isolated yield 54.5%. Reaction SMILES: C([O:8][C:9]1[CH:10]=[C:11]([C:15]2[CH:19]=[C:18]([NH:20]/[C:21](/[NH:35][C:36]([CH3:39])([CH3:38])[CH3:37])=[N:22]\[C:23](=[O:34])[C:24]3[CH:29]=[CH:28][C:27]([C:30]([F:33])([F:32])[F:31])=[CH:26][CH:25]=3)[NH:17][N:16]=2)[CH:12]=[CH:13][CH:14]=1)C1C=CC=CC=1.[H][H]>CO.[Pd]>[C:36]([NH:35]/[C:21](/[NH:20][C:18]1[NH:17][N:16]=[C:15]([C:11]2[CH:12]=[CH:13][CH:14]=[C:9]([OH:8])[CH:10]=2)[CH:19]=1)=[N:22]/[C:23](=[O:34])[C:24]1[CH:25]=[CH:26][C:27]([C:30]([F:32])([F:33])[F:31])=[CH:28][CH:29]=1)([CH3:39])([CH3:37])[CH3:38]. Procedure details: (Z)—N-(((3-(3-(Benzyloxy)phenyl)-1H-pyrazol-5-yl)amino)(tert-butylamino)methylene)-4-(trifluoromethyl)benzamide (170 mg) was dissolved in methanol (10 mL) and the solution was degassed with nitrogen. To the solution was added 10% palladium on carbon (34 mg, 0.1 equiv). The mixture was then subjected to hydrogen gas at 30 psi pressure in a Parr shaker. The reaction was checked periodically for completion. Upon completion, the reaction mixture was filtered through celite, and the filtrate was conc...